From a dataset of the Open Reaction Database (ORD), a public repository of structured organic reaction records. describe an organic reaction: reactants, conditions, products, and yield The reactants are COC=1C=CC2=C(C1)C(=CC=N2)[C@@H]([C@H]3CC4CCN3C[C@@H]4C=C)O (quinidine), C1(C=CC=C2C3=CC=CC=C3C=C12)=O (fluorenone), [Na] (sodium). Solvent: C1(=CC=CC=C1)C (toluene), C1(=CC=CC=C1)C (toluene). Yields the product fluorenone ketyl, COC=1C=CC2=C(C1)C(=CC=N2)C(=O)[C@H]3C[C@@H]4CCN3C[C@@H]4C=C (quinidinone). Reaction SMILES: C1(=O)C2C(C3C(C=2)=CC=CC=3)=CC=C1.[Na].[CH3:16][O:17][C:18]1[CH:19]=[CH:20][C:21]2[N:27]=[CH:26][CH:25]=[C:24]([C@H:28]([OH:39])[C@@H:29]3[N:34]4[CH2:35][C@H:36]([CH:37]=[CH2:38])[CH:31]([CH2:32][CH2:33]4)[CH2:30]3)[C:22]=2[CH:23]=1>C1(C)C=CC=CC=1>[CH3:16][O:17][C:18]1[CH:19]=[CH:20][C:21]2[N:27]=[CH:26][CH:25]=[C:24]([C:28]([C@@H:29]3[N:34]4[CH2:35][C@H:36]([CH:37]=[CH2:38])[C@@H:31]([CH2:32][CH2:33]4)[CH2:30]3)=[O:39])[C:22]=2[CH:23]=1 |^1:14|. Procedure: A solution of fluorenone ketyl was prepared by mixing 9 g. of fluorenone and 6.5 g. of sodium in anhydrous toluene. To this solution was added a hot solution of 37 g. of anhydrous quinidine base in 150 ml. of anhydrous toluene. After 15 minutes at reflux, the reaction was complete. After extraction and neutralization treatments as in Example I, 36 g. of pure quinidinone (TLC) was obtained (97% of theory).